This data is from the Open Reaction Database (ORD), a public repository of structured organic reaction records. The task is: describe an organic reaction: reactants, conditions, products, and yield The reactants are crude mixture, O (water), O(CC)C=1C=C(C=O)C=CC1O (3-ethoxyl-4-hydroxybenzaldhyde), C(#N)CC(=O)OC (methyl cyanoacetate), N1CCCCC1 (piperidine). The solvent is C(C)O (ethanol). Reaction conditions: time 4 hour. Yields the product C(#N)C(=CC1=CC(=C(C=C1)O)OCC)C(=O)OC (1-cyano-2-(3-ethoxy-4-hydroxyphenyl)-1-methoxycarbonyl ethene). Isolated yield 84.0%. Reaction SMILES: [O:1]([C:4]1[CH:5]=[C:6]([CH:9]=[CH:10][C:11]=1[OH:12])[CH:7]=O)[CH2:2][CH3:3].[C:13]([CH2:15][C:16]([O:18][CH3:19])=[O:17])#[N:14].N1CCCCC1.O>C(O)C>[C:13]([C:15]([C:16]([O:18][CH3:19])=[O:17])=[CH:7][C:6]1[CH:9]=[CH:10][C:11]([OH:12])=[C:4]([O:1][CH2:2][CH3:3])[CH:5]=1)#[N:14]. Reported procedure: A mixture of 20 grams of 3-ethoxyl-4-hydroxybenzaldhyde and 13 grams of methyl cyanoacetate in 100 ml of ethanol was refluxed with 1 ml of piperidine for 4 hours. The crude mixture was allowed to cool down to room temperature and, with stirring, water was added until the solid began to form. This mixture was then refrigerated for 4 hours and solids was collected by suction filtration, washed with a cold mixture of ethanol and water (1:2) and suction dried to provide 25 grams of 1-cyano-2-(3-etho... Reported procedure: A mixture of 5-fluorouracil (26 g, 0.12 mole) and phosphorus pentasulfide (45 g, 0.2 mole) in 500 mL dioxane was heated under reflux for 3 hr. The hot reaction mixture was filtered and concentrated in vacuo. The residue was dissolved in 650 mL water, heated with 5 g charcoal and filtered. The solid which crystallized on cooling was collected by filtration to yield 25.4 g (88%) of 5-fluoro-4-thiouracil, m.p. 269°-272° C. The product is FC=1C(NC(NC1)=O)=S (5-fluoro-4-thiouracil). As a reaction SMILES: [F:1][C:2]1[C:3](=O)[NH:4][C:5](=[O:8])[NH:6][CH:7]=1.P12(SP3(SP(SP(S3)(S1)=S)(=S)S2)=S)=[S:11]>O1CCOCC1>[F:1][C:2]1[C:3](=[S:11])[NH:4][C:5](=[O:8])[NH:6][CH:7]=1. Run in O1CCOCC1 (dioxane). Reactants: FC=1C(NC(NC1)=O)=O (5-fluorouracil), P12(=S)SP3(=S)SP(=S)(S1)SP(=S)(S2)S3 (phosphorus pentasulfide). Isolated yield 144.8%. Starting materials: C, COc1cc(C=CC(=O)NC2CCC(C)CC2)ccc1OCCN1CCN(C)CC1, CO, [Pd]. Yields the product COc1cc(CCC(=O)NC2CCC(C)CC2)ccc1OCCN1CCN(C)CC1. As a reaction SMILES: [C:31].[CH3:1][CH:2]1[CH2:3][CH2:4][CH:5]([NH:8][C:9]([CH:10]=[CH:11][c:12]2[cH:13][c:14]([O:28][CH3:29])[c:15]([O:18][CH2:19][CH2:20][N:21]3[CH2:22][CH2:23][N:24]([CH3:27])[CH2:25][CH2:26]3)[cH:16][cH:17]2)=[O:30])[CH2:6][CH2:7]1.[CH3:33][OH:34].[Pd:32]>>[CH3:1][CH:2]1[CH2:3][CH2:4][CH:5]([NH:8][C:9]([CH2:10][CH2:11][c:12]2[cH:13][c:14]([O:28][CH3:29])[c:15]([O:18][CH2:19][CH2:20][N:21]3[CH2:22][CH2:23][N:24]([CH3:27])[CH2:25][CH2:26]3)[cH:16][cH:17]2)=[O:30])[CH2:6][CH2:7]1. Starting materials: C1CCOC1, COc1ccc(OC)c(NC(C(=O)O)c2ccccc2)c1, Cl, OC1CN2CCC1CC2, On1nnc2ccccc21. Yields the product COc1ccc(OC)c(NC(C(=O)OC2CN3CCC2CC3)c2ccccc2)c1. RXN SMILES: [CH2:42]1[O:43][CH2:44][CH2:45][CH2:46]1.[CH3:2][O:3][c:4]1[c:5]([NH:12][CH:13]([C:14](=[O:15])[OH:16])[c:17]2[cH:18][cH:19][cH:20][cH:21][cH:22]2)[cH:6][c:7]([O:10][CH3:11])[cH:8][cH:9]1.[ClH:1].[N:33]12[CH2:34][CH:35]([OH:41])[CH:36]([CH2:37][CH2:38]1)[CH2:39][CH2:40]2.[OH:23][n:24]1[c:25]2[c:26]([cH:27][cH:28][cH:29][cH:30]2)[n:31][n:32]1>>[CH3:2][O:3][c:4]1[c:5]([NH:12][CH:13]([C:14]([O:15][CH:35]2[CH2:34][N:33]3[CH2:38][CH2:37][CH:36]2[CH2:39][CH2:40]3)=[O:16])[c:17]2[cH:18][cH:19][cH:20][cH:21][cH:22]2)[cH:6][c:7]([O:10][CH3:11])[cH:8][cH:9]1.